This data is from the Open Reaction Database (ORD), a public repository of structured organic reaction records. The task is: describe an organic reaction: reactants, conditions, products, and yield Starting materials: NC=1C(=C(C(=CC1)C)CO[Si](C1=CC=CC=C1)(C1=CC=CC=C1)C(C)(C)C)C (3-amino-1-(tert-butyldiphenylsilyloxymethyl)-2,6-dimethylbenzene), O (Water), C1(C=2C(C(N1CC(=O)Cl)=O)=CC=CC2)=O (phthalimidoacetyl chloride). Solvent: N1=CC=CC=C1 (pyridine), CN(C=O)C (N,N-dimethylformamide). Run at time 1 hour. The product is [Si](C1=CC=CC=C1)(C1=CC=CC=C1)(C(C)(C)C)OCC1=C(C(=CC=C1C)NC(CN1C(C=2C(C1=O)=CC=CC2)=O)=O)C (1-(tert-butyldiphenylsilyloxymethyl)-2,6-dimethyl-3-(phthalimidoacetylamino)benzene). Yield: 94.2%. Reaction SMILES: [NH2:1][C:2]1[C:3]([CH3:28])=[C:4]([CH2:9][O:10][Si:11]([C:24]([CH3:27])([CH3:26])[CH3:25])([C:18]2[CH:23]=[CH:22][CH:21]=[CH:20][CH:19]=2)[C:12]2[CH:17]=[CH:16][CH:15]=[CH:14][CH:13]=2)[C:5]([CH3:8])=[CH:6][CH:7]=1.[C:29]1(=[O:43])[N:33]([CH2:34][C:35](Cl)=[O:36])[C:32](=[O:38])[C:31]2=[CH:39][CH:40]=[CH:41][CH:42]=[C:30]12.O>N1C=CC=CC=1.CN(C)C=O>[Si:11]([O:10][CH2:9][C:4]1[C:5]([CH3:8])=[CH:6][CH:7]=[C:2]([NH:1][C:35](=[O:36])[CH2:34][N:33]2[C:32](=[O:38])[C:31]3=[CH:39][CH:40]=[CH:41][CH:42]=[C:30]3[C:29]2=[O:43])[C:3]=1[CH3:28])([C:24]([CH3:25])([CH3:27])[CH3:26])([C:12]1[CH:17]=[CH:16][CH:15]=[CH:14][CH:13]=1)[C:18]1[CH:23]=[CH:22][CH:21]=[CH:20][CH:19]=1. Procedure: To a suspension of 3-amino-1-(tert-butyldiphenylsilyloxymethyl)-2,6-dimethylbenzene (42.4 g) in pyridine (17.2 g) and N,N-dimethylformamide (212 ml) was added phthalimidoacetyl chloride (25.6 g) over the period of 15 minutes under ice-cooling, and the mixture was stirred for 1 hour at the same temperature. Water was added thereto, and the resulting precipitate was collected by filtration and washed with acetone to give 1-(tert-butyldiphenylsilyloxymethyl)-2,6-dimethyl-3-(phthalimidoacetylamino)b...